From a dataset of the Open Reaction Database (ORD), a public repository of structured organic reaction records. describe an organic reaction: reactants, conditions, products, and yield The reactants are COc1cc(N)c(Br)cc1C, CC(C)C(=O)Cl, ClCCl, [K+], [OH-]. The product is COc1cc(NC(=O)C(C)C)c(Br)cc1C. RXN SMILES: [Br:1][c:2]1[c:3]([NH2:4])[cH:5][c:6]([O:10][CH3:11])[c:7]([CH3:9])[cH:8]1.[C:14]([CH:15]([CH3:16])[CH3:17])(=[O:18])[Cl:19].[Cl:20][CH2:21][Cl:22].[K+:13].[OH-:12]>>[Br:1][c:2]1[c:3]([NH:4][C:14]([CH:15]([CH3:16])[CH3:17])=[O:18])[cH:5][c:6]([O:10][CH3:11])[c:7]([CH3:9])[cH:8]1. Reactants: FC1=CC=2C(=C3N=C4C=CC=CC4=C3NC2C=C1)C(=O)O (2-Fluoroquindoline-11-carboxylic Acid). Solvent: C1(=CC=CC=C1)OC1=CC=CC=C1 (diphenyl ether), petroleum ether. Yields the product FC1=CC=2C=C3N=C4C=CC=CC4=C3NC2C=C1 (2-Fluoroquindoline). The yield is 64.9%. RXN SMILES: [F:1][C:2]1[CH:18]=[CH:17][C:16]2[NH:15][C:14]3[C:6]([N:7]=[C:8]4[C:13]=3[CH:12]=[CH:11][CH:10]=[CH:9]4)=[C:5](C(O)=O)[C:4]=2[CH:3]=1>C1(OC2C=CC=CC=2)C=CC=CC=1>[F:1][C:2]1[CH:18]=[CH:17][C:16]2[NH:15][C:14]3[C:6]([N:7]=[C:8]4[C:13]=3[CH:12]=[CH:11][CH:10]=[CH:9]4)=[CH:5][C:4]=2[CH:3]=1. Reported procedure: 2-Fluoroquindoline-11-carboxylic acid from Example 71 (4.50 g, 16.1 mmol) was refluxed at 250° C. in diphenyl ether (40 mL) for 4 hours. The mixture was cooled, diluted with petroleum ether (40 mL), and filtered. The filter cake was washed with petroleum ether (100 mL) and dried. The crude material was added to methanol (250 mL) and filtered, washing with additional methanol (2×75 mL). Concentration of the filtrate afforded 2.47 g (65%) of the title compound as a brown solid, mp >246° C.; 1H NMR... The reactants are CC(C)Br, O=C([O-])[O-], CN1CCCC1=O, [Cs+], [Cs+], CNC(=O)c1c(-c2ccc(Br)cc2)oc2ccc(O)c(F)c12. Yields the product CNC(=O)c1c(-c2ccc(Br)cc2)oc2ccc(OC(C)C)c(F)c12. As a reaction SMILES: [Br:23][CH:24]([CH3:25])[CH3:26].[C:27](=[O:28])([O-:29])[O-:30].[CH3:33][N:34]1[CH2:35][CH2:36][CH2:37][C:38]1=[O:39].[Cs+:31].[Cs+:32].[F:1][c:2]1[c:3]([OH:22])[cH:4][cH:5][c:6]2[c:7]1[c:8]([C:18](=[O:19])[NH:20][CH3:21])[c:9](-[c:11]1[cH:12][cH:13][c:14]([Br:17])[cH:15][cH:16]1)[o:10]2>>[F:1][c:2]1[c:3]([O:22][CH:24]([CH3:25])[CH3:26])[cH:4][cH:5][c:6]2[c:7]1[c:8]([C:18](=[O:19])[NH:20][CH3:21])[c:9](-[c:11]1[cH:12][cH:13][c:14]([Br:17])[cH:15][cH:16]1)[o:10]2. The reactants are Cn1ncc(NC(=O)CNC(c2ccccc2)(c2ccccc2)c2ccccc2)c1NC(c1ccccc1)(c1ccccc1)c1ccccc1, CI, CN(C)C=O, [H-], [Na+], O. Yields the product CN(C(=O)CNC(c1ccccc1)(c1ccccc1)c1ccccc1)c1cnn(C)c1NC(c1ccccc1)(c1ccccc1)c1ccccc1. RXN SMILES: [CH3:1][n:2]1[n:3][cH:4][c:5]([NH:27][C:28]([CH2:29][NH:30][C:31]([c:32]2[cH:33][cH:34][cH:35][cH:36][cH:37]2)([c:38]2[cH:39][cH:40][cH:41][cH:42][cH:43]2)[c:44]2[cH:45][cH:46][cH:47][cH:48][cH:49]2)=[O:50])[c:6]1[NH:7][C:8]([c:9]1[cH:10][cH:11][cH:12][cH:13][cH:14]1)([c:15]1[cH:16][cH:17][cH:18][cH:19][cH:20]1)[c:21]1[cH:22][cH:23][cH:24][cH:25][cH:26]1.[CH3:53][I:54].[CH3:56][N:57]([CH3:58])[CH:59]=[O:60].[H-:51].[Na+:52].[OH2:55]>>[CH3:1][n:2]1[n:3][cH:4][c:5]([N:27]([C:28]([CH2:29][NH:30][C:31]([c:32]2[cH:33][cH:34][cH:35][cH:36][cH:37]2)([c:38]2[cH:39][cH:40][cH:41][cH:42][cH:43]2)[c:44]2[cH:45][cH:46][cH:47][cH:48][cH:49]2)=[O:50])[CH3:53])[c:6]1[NH:7][C:8]([c:9]1[cH:10][cH:11][cH:12][cH:13][cH:14]1)([c:15]1[cH:16][cH:17][cH:18][cH:19][cH:20]1)[c:21]1[cH:22][cH:23][cH:24][cH:25][cH:26]1. The reactants are C(C1=CC=CC=C1)(=O)N1[C@H](C(=S)O)C[C@@H](C1)C1=CC=CC=C1 (N-benzoyl-cis-4-phenylthio-L-proline), [OH-].[Na+] (sodium hydroxide), S(O)(O)(=O)=O (sulfuric acid), C(C)(=O)OCC(C)C (isobutyl acetate). Solvent: O (water), C(C)(=O)O (acetic acid). Yields the product C1(=CC=CC=C1)[C@H]1C[C@H](NC1)C(=S)O (cis-4-phenyl-thio-L-proline). RXN SMILES: C([N:9]1[CH2:16][C@@H:15]([C:17]2[CH:22]=[CH:21][CH:20]=[CH:19][CH:18]=2)[CH2:14][C@H:10]1[C:11]([OH:13])=[S:12])(=O)C1C=CC=CC=1.S(=O)(=O)(O)O.C(OCC(C)C)(=O)C.[OH-].[Na+]>O.C(O)(=O)C>[C:17]1([C@@H:15]2[CH2:16][NH:9][C@H:10]([C:11]([OH:13])=[S:12])[CH2:14]2)[CH:18]=[CH:19][CH:20]=[CH:21][CH:22]=1 |f:3.4|. Procedure: The N-benzoyl-cis-4-phenylthio-L-proline is heated on a steam bath and 0.5 liters of glacial acetic acid are added. The mixture is swirled and 0.5 liters of water followed by 100 ml. of concentrated sulfuric acid are added. The turbid mixture is heated at reflux at an oil bath temperature of about 125° and maintained at reflux until the reaction is completed. The reaction liquid is cooled to room temperature and 0.75 liters of isobutyl acetate and 3 kg. of cracked ice are added with brisk agitat... Starting materials: NC1=CC=CC2=CC=3C4=C(C(N(C(C4=C21)=O)CCN(C)C)=O)C=CC3 (11-amino-2-[2-(dimethylamino)ethyl]-1H-dibenzo[de,h]isoquinoline-1,3(2H)-dione), O1C(=CC=C1)CN=C=S (2-furylmethyl isothiocyanate). Run in C(C)#N (acetonitrile). Run at time 5 hour. Yields the product CN(CCN1C(C2=C3C(=CC=4C2=C(C1=O)C=CC4)C=CC=C3NC(=S)NCC=3OC=CC3)=O)C (1-{2-[2-(dimethylamino)ethyl]-1,3-dioxo-2,3-dihydro-1H-dibenzo[de,h]isoquinolin-11-yl}-3-[2-furylmethyl]thiourea), powder. Isolated yield 75.0%. RXN SMILES: [NH2:1][C:2]1[C:15]2[C:6](=[CH:7][C:8]3[C:9]4[C:14]=2[C:13](=[O:16])[N:12]([CH2:17][CH2:18][N:19]([CH3:21])[CH3:20])[C:11](=[O:22])[C:10]=4[CH:23]=[CH:24][CH:25]=3)[CH:5]=[CH:4][CH:3]=1.[O:26]1[CH:30]=[CH:29][CH:28]=[C:27]1[CH2:31][N:32]=[C:33]=[S:34]>C(#N)C>[CH3:21][N:19]([CH3:20])[CH2:18][CH2:17][N:12]1[C:11](=[O:22])[C:10]2[CH:23]=[CH:24][CH:25]=[C:8]3[C:9]=2[C:14](=[C:15]2[C:2]([NH:1][C:33]([NH:32][CH2:31][C:27]4[O:26][CH:30]=[CH:29][CH:28]=4)=[S:34])=[CH:3][CH:4]=[CH:5][C:6]2=[CH:7]3)[C:13]1=[O:16]. Procedure details: 200 mg of 11-amino-2-[2-(dimethylamino)ethyl]-1H-dibenzo[de,h]isoquinoline-1,3(2H)-dione (obtained in example 3) (0.60 mmole) were dissolved in 15 ml of acetonitrile. 120 μl (2 molar equivalents) of 2-furylmethyl isothiocyanate was added and the reaction was maintained at room temperature overnight then for 5 hours at 55° C. The solvent was then evaporated under reduced pressure and the residue was submitted to a flash chromatography (SiO2, CH2Cl2/MeOH 95/5). 212 mg of the desired product (formu... Reactants: [H-].[Na+] (Sodium hydride), FC1=CC=C(C=C1)[N+](=O)[O-] (1-fluoro-4-nitro-benzene), FC([C@@H](C)O)(F)F ((R)-1,1,1-trifluoro-2-propanol). The solvent is CN(C)C=O (DMF), CN(C)C=O (DMF). Run at temperature 0 celsius, time 30 minute. Yields the product FC([C@H](OC1=CC=C(C=C1)N)C)(F)F (4-((R)-2,2,2-trifluoro-1-methyl-ethoxy)-phenylamine). Isolated yield 99.7%. Reaction SMILES: [H-].[Na+].[F:3][C:4]([F:9])([F:8])[C@H:5]([OH:7])[CH3:6].F[C:11]1[CH:16]=[CH:15][C:14]([N+:17]([O-])=O)=[CH:13][CH:12]=1>CN(C=O)C>[F:3][C:4]([F:9])([F:8])[C@@H:5]([CH3:6])[O:7][C:11]1[CH:16]=[CH:15][C:14]([NH2:17])=[CH:13][CH:12]=1 |f:0.1|. Procedure: Sodium hydride (55%, 3.22 g) was added to DMF (20 mL) and the mixture was cooled to 0° C. Then, (R)-1,1,1-trifluoro-2-propanol (8.5 g) [CAS 17628-73-8] was added over a period of 1 hour and stirring was continued for 30 minutes at 0° C. A solution of 1-fluoro-4-nitro-benzene [CAS 350-46-9] (10 g) in DMF (15 mL) was added over a period of 1.5 hours while the internal temperature was kept between 5 to 15° C. Following addition, the mixture was allowed to warm to RT and stirring was continued for a... Reactants: CC(C)=O, O, O=c1cc(CO)occ1OCc1ccccc1. Yields the product O=C(O)c1cc(=O)c(OCc2ccccc2)co1. As a reaction SMILES: [CH3:18][C:19]([CH3:20])=[O:21].[OH2:22].[OH:1][CH2:2][c:3]1[o:4][cH:5][c:6]([O:10][CH2:11][c:12]2[cH:13][cH:14][cH:15][cH:16][cH:17]2)[c:7](=[O:9])[cH:8]1>>[O:1]=[C:2]([c:3]1[o:4][cH:5][c:6]([O:10][CH2:11][c:12]2[cH:13][cH:14][cH:15][cH:16][cH:17]2)[c:7](=[O:9])[cH:8]1)[OH:21]. Reactants: C(C)Br (Ethylbromide), CN(CCCON=C1C(C(N(C(C1)(C)CC)OC(C)C1=CC=CC=C1)(C)CC)C)C (2,6-diethyl-2,3,6-trimethyl-1-(1-phenyl-ethoxy)-piperidine-4-one-O-(3-dimethylamino-propyl)-oxime). Run in C(C)#N (acetonitrile). Reaction conditions: time 24 hour. Product: [Br-].C(C)C1(N(C(CC(C1C)=NOCCC[N+](C)(C)CC)(C)CC)OC(C)C1=CC=CC=C1)C ({3-[2,6-Diethyl-2,3,6-trimethyl-1-(1-phenyl-ethoxy)-piperidine-4-ylidene-aminooxy]-propyl}-ethyl-dimethyl-ammonium-bromide). RXN SMILES: [CH2:1]([Br:3])[CH3:2].[CH3:4][N:5]([CH3:33])[CH2:6][CH2:7][CH2:8][O:9][N:10]=[C:11]1[CH2:16][C:15]([CH2:18][CH3:19])([CH3:17])[N:14]([O:20][CH:21]([C:23]2[CH:28]=[CH:27][CH:26]=[CH:25][CH:24]=2)[CH3:22])[C:13]([CH2:30][CH3:31])([CH3:29])[CH:12]1[CH3:32]>C(#N)C>[Br-:3].[CH2:30]([C:13]1([CH3:29])[CH:12]([CH3:32])[C:11](=[N:10][O:9][CH2:8][CH2:7][CH2:6][N+:5]([CH2:1][CH3:2])([CH3:4])[CH3:33])[CH2:16][C:15]([CH2:18][CH3:19])([CH3:17])[N:14]1[O:20][CH:21]([C:23]1[CH:24]=[CH:25][CH:26]=[CH:27][CH:28]=1)[CH3:22])[CH3:31] |f:3.4|. Procedure: Ethylbromide (7.5 ml) is added to a solution of 2,6-diethyl-2,3,6-trimethyl-1-(1-phenyl-ethoxy)-piperidine-4-one-O-(3-dimethylamino-propyl)-oxime (10.2 g, 0.0244 mol) in acetonitrile (12 ml). The solution is stirred 24 h at room temperature and is then evaporated. The residue is dissolved in dichloromethane, dried over MgSO4 and evaporated to afford 11.5 g of the title compound as a white powder. Starting materials: O[C@H](C)[C@@H]1[C@@H]2N(C(=C([C@@H]2C)C2=CN3C(S2)=C(N=C3)C(=O)C=3C=NC=C(C3)C3=CC=CC=C3)C(=O)OCC3=CC=C(C=C3)[N+](=O)[O-])C1=O (4-nitrobenzyl (1S,5R,6S)-6-((1R)-1-hydroxyethyl)-1-methyl-2-[7-(5-phenylpyridin-3-yl)carbonylimidazo[5,1-b]thiazol-2-yl]-1-carbapen-2-em-3-carboxylate), CI (methyl iodide). Product: compound, O[C@H](C)[C@@H]1[C@@H]2N(C(=C([C@@H]2C)C2=CN3C(S2)=C(N=C3)C(=O)C=3C=[N+](C=C(C3)C3=CC=CC=C3)C)C(=O)[O-])C1=O ((1S,5R,6S)-6-((1R)-1-Hydroxyethyl)-1-methyl-2-[7-(1-methyl-5-phenylpyridinium-3-yl)carbonylimidazo[5,1-b]thiazol-2-yl]-1-carbapen-2-em-3-carboxylate). Reaction SMILES: [OH:1][C@@H:2]([C@H:4]1[C:46](=[O:47])[N:6]2[C:7]([C:33]([O:35]CC3C=CC([N+]([O-])=O)=CC=3)=[O:34])=[C:8]([C:11]3[S:15][C:14]4=[C:16]([C:19]([C:21]5[CH:22]=[N:23][CH:24]=[C:25]([C:27]6[CH:32]=[CH:31][CH:30]=[CH:29][CH:28]=6)[CH:26]=5)=[O:20])[N:17]=[CH:18][N:13]4[CH:12]=3)[C@H:9]([CH3:10])[C@H:5]12)[CH3:3].[CH3:48]I>>[OH:1][C@@H:2]([C@H:4]1[C:46](=[O:47])[N:6]2[C:7]([C:33]([O-:35])=[O:34])=[C:8]([C:11]3[S:15][C:14]4=[C:16]([C:19]([C:21]5[CH:22]=[N+:23]([CH3:48])[CH:24]=[C:25]([C:27]6[CH:32]=[CH:31][CH:30]=[CH:29][CH:28]=6)[CH:26]=5)=[O:20])[N:17]=[CH:18][N:13]4[CH:12]=3)[C@H:9]([CH3:10])[C@H:5]12)[CH3:3]. Procedure details: An N-quaternarized compound (84 mg) was prepared in substantially the same manner as in Example 24, except that 97 mg of 4-nitrobenzyl (1S,5R,6S)-6-((1R)-1-hydroxyethyl)-1-methyl-2-[7-(5-phenylpyridin-3-yl)carbonylimidazo[5,1-b]thiazol-2-yl]-1-carbapen-2-em-3-carboxylate and 0.063 ml of methyl iodide were used as the starting compounds. The title compound (20.3 mg) was prepared in substantially the same manner as in step c) of Example 1, except that this compound was used as the starting compoun...